From a dataset of the Open Reaction Database (ORD), a public repository of structured organic reaction records. describe an organic reaction: reactants, conditions, products, and yield Starting materials: [N+](=O)([O-])C1=CC=C(C(=O)N2CC=3N(CC4=C2SC=C4)C=CC3)C=C1 (9,10-dihydro-10-(4-nitrobenzoyl)-4H-pyrrolo-[1,2-a]thieno[2,3-e][1,4]diazepine), C(C)(=O)OCC (ethyl acetate). Reagents/catalysts: [Pd] (Pd/C). The solvent is C(C)O (ethyl alcohol). Run at time 5 hour. Yields the product NC1=CC=C(C(=O)N2CC=3N(CC4=C2SC=C4)C=CC3)C=C1 (9,10-Dihydro-10-(4-aminobenzoyl)-4H-pyrrolo[1,2-a]thieno[2,3-e][1,4]diazepine). Reaction SMILES: [N+:1]([C:4]1[CH:24]=[CH:23][C:7]([C:8]([N:10]2[C:16]3[S:17][CH:18]=[CH:19][C:15]=3[CH2:14][N:13]3[CH:20]=[CH:21][CH:22]=[C:12]3[CH2:11]2)=[O:9])=[CH:6][CH:5]=1)([O-])=O.C(OCC)(=O)C>C(O)C.[Pd]>[NH2:1][C:4]1[CH:24]=[CH:23][C:7]([C:8]([N:10]2[C:16]3[S:17][CH:18]=[CH:19][C:15]=3[CH2:14][N:13]3[CH:20]=[CH:21][CH:22]=[C:12]3[CH2:11]2)=[O:9])=[CH:6][CH:5]=1. Procedure: A mixture of 2 g of 9,10-dihydro-10-(4-nitrobenzoyl)-4H-pyrrolo-[1,2-a]thieno[2,3-e][1,4]diazepine in 20 ml of ethyl alcohol and 20 ml of ethyl acetate containing 0.2 g of 10% Pd/C is hydrogenated for 5 hours. The reaction mixture is filtered through a pad of diatomaceous earth. The filtrate is concentrated in vacuo to a solid which is purified by flash chromatography to give the desired product.